This data is from the Open Reaction Database (ORD), a public repository of structured organic reaction records. The task is: describe an organic reaction: reactants, conditions, products, and yield Reactants: C1CCOC1, Fc1cccc(CSc2nc(Cl)cc(Cl)n2)c1F, [H-], [Na+], CC(O)C1COC2(CCCCC2)O1. Product: CC(Oc1cc(Cl)nc(SCc2cccc(F)c2F)n1)C1COC2(CCCCC2)O1. RXN SMILES: [CH2:34]1[O:35][CH2:36][CH2:37][CH2:38]1.[Cl:16][c:17]1[n:18][c:19]([S:24][CH2:25][c:26]2[c:27]([F:33])[c:28]([F:32])[cH:29][cH:30][cH:31]2)[n:20][c:21]([Cl:23])[cH:22]1.[H-:14].[Na+:15].[O:1]1[CH:2]([CH:11]([CH3:12])[OH:13])[CH2:3][O:4][C:5]12[CH2:6][CH2:7][CH2:8][CH2:9][CH2:10]2>>[O:1]1[CH:2]([CH:11]([CH3:12])[O:13][c:21]2[n:20][c:19]([S:24][CH2:25][c:26]3[c:27]([F:33])[c:28]([F:32])[cH:29][cH:30][cH:31]3)[n:18][c:17]([Cl:16])[cH:22]2)[CH2:3][O:4][C:5]12[CH2:6][CH2:7][CH2:8][CH2:9][CH2:10]2. Starting materials: C1=NC=CC2=C(C=CC=C12)N[C@H]1CN(CC1)CC=1C=C(OCCO)C=CC1 ((R)-2-(3-((3-(isoquinolin-5-ylamino)pyrrolidin-1-yl)methyl)phenoxy)ethanol), solution, C([C@H](O)[C@@H](O)C(=O)O)(=O)O (L-tartaric acid). Solvent: C(C)O (ethanol), C(C)O (ethanol). Reaction conditions: time 2 hour. Yields the product C([C@H](O)[C@@H](O)C(=O)O)(=O)O.C1=NC=CC2=C(C=CC=C12)N[C@H]1CN(CC1)CC=1C=C(OCCO)C=CC1 ((R)-2-(3-((3-(isoquinolin-5-ylamino)pyrrolidin-1-yl)methyl)phenoxy)ethanol L-tartaric acid salt), solid. The yield is 79.0%. RXN SMILES: [CH:1]1[C:10]2[C:5](=[C:6]([NH:11][C@@H:12]3[CH2:16][CH2:15][N:14]([CH2:17][C:18]4[CH:19]=[C:20]([CH:25]=[CH:26][CH:27]=4)[O:21][CH2:22][CH2:23][OH:24])[CH2:13]3)[CH:7]=[CH:8][CH:9]=2)[CH:4]=[CH:3][N:2]=1.[C:28]([OH:37])(=[O:36])[C@@H:29]([C@H:31]([C:33]([OH:35])=[O:34])[OH:32])[OH:30]>C(O)C>[C:28]([OH:37])(=[O:36])[C@@H:29]([C@H:31]([C:33]([OH:35])=[O:34])[OH:32])[OH:30].[CH:1]1[C:10]2[C:5](=[C:6]([NH:11][C@@H:12]3[CH2:16][CH2:15][N:14]([CH2:17][C:18]4[CH:19]=[C:20]([CH:25]=[CH:26][CH:27]=4)[O:21][CH2:22][CH2:23][OH:24])[CH2:13]3)[CH:7]=[CH:8][CH:9]=2)[CH:4]=[CH:3][N:2]=1 |f:3.4|. Reported procedure: Crude (R)-2-(3-((3-(isoquinolin-5-ylamino)pyrrolidin-1-yl)methyl)phenoxy)ethanol (1.0 g, 2.7 mmol, from example 11) was dissolved in 11 mL of ethanol. The solution was stirred while 27.5 mL of a 0.1 M solution of L-tartaric acid in ethanol was added. After 2 hours, the resulting suspension was filtered, washed with ethanol, and dried under nitrogen. Approximately 1.1 g of (R)-2-(3-((3-(isoquinolin-5-ylamino)pyrrolidin-1-yl)methyl)phenoxy)ethanol L-tartaric acid salt was isolated as a yellow soli... Reactants: OCCNC(SC)=S (methyl N-(2-hydroxyethyl)dithiocarbamate), [N-]=[N+]=[N-].[Na+] (sodium azide), O (water). The solvent is O1CCOCC1 (dioxane). Product: OCCN1N=NN=C1S (1-(2-hydroxyethyl)-1H-tetrazole-5-thiol). Isolated yield 4.8%. As a reaction SMILES: [OH:1][CH2:2][CH2:3][NH:4][C:5](=[S:8])SC.[N-:9]=[N+:10]=[N-:11].[Na+].O>O1CCOCC1>[OH:1][CH2:2][CH2:3][N:4]1[C:5]([SH:8])=[N:11][N:10]=[N:9]1 |f:1.2|. Reported procedure: A mixture of methyl N-(2-hydroxyethyl)dithiocarbamate (3.7 g.), sodium azide (2.4 g.), water (20 ml.) and dioxane (20 ml.) was heated under reflux for four hours. After the dioxane was removed from the mixture under reduced pressure, the aqueous solution was washed with ether. The solution was adjusted to pH 1 with 10% hydrochloric acid and extracted with ethyl acetate. The extract was concentrated under reduced pressure to give oily product (0.47 g.). The oily product was purified by column chr... Reaction SMILES: [CH2:1]([CH3:2])[c:3]1[cH:4][s:5][cH:6][cH:7]1.[CH2:8]([Li:9])[CH2:10][CH2:11][CH3:12].[CH3:13][CH2:14][CH2:15][CH2:16][CH2:17][CH3:18].[CH3:19][N:20]([CH:21]=[O:22])[CH3:23].[CH3:26][CH2:27][O:28][CH2:29][CH3:30].[Cl-:24].[NH4+:25]>>[CH2:1]([CH3:2])[c:3]1[cH:4][s:5][c:6]([CH:21]=[O:22])[cH:7]1. The reactants are CCc1ccsc1, [Li]CCCC, CCCCCC, CN(C)C=O, CCOCC, [Cl-], [NH4+]. The product is CCc1csc(C=O)c1. The reactants are N1(CCCC1)[C@@H]1[C@@H](CCC1)N (cis-2-pyrrolidin-1-yl-cyclopentylamine), N1(CCCC1)[C@@H]1[C@@H](CCC1)N (cis-2-pyrrolidin-1-yl-cyclopentylamine), CC1=C(C(=O)O)C=CC(=C1)C(F)(F)F (2-methyl-4-trifluoromethyl-benzoic acid). Product: CC1=C(C(=O)N[C@H]2[C@H](CCC2)N2CCCC2)C=CC(=C1)C(F)(F)F (cis-2-Methyl-N-(2-pyrrolidin-1-yl-cyclopentyl)-4-trifluoromethyl-benzamide). As a reaction SMILES: [N:1]1([C@H:6]2[CH2:10][CH2:9][CH2:8][C@H:7]2[NH2:11])[CH2:5][CH2:4][CH2:3][CH2:2]1.[CH3:12][C:13]1[CH:21]=[C:20]([C:22]([F:25])([F:24])[F:23])[CH:19]=[CH:18][C:14]=1[C:15](O)=[O:16]>>[CH3:12][C:13]1[CH:21]=[C:20]([C:22]([F:23])([F:24])[F:25])[CH:19]=[CH:18][C:14]=1[C:15]([NH:11][C@@H:7]1[CH2:8][CH2:9][CH2:10][C@@H:6]1[N:1]1[CH2:2][CH2:3][CH2:4][CH2:5]1)=[O:16]. Procedure details: The title compound, yellow gum, MS: m/e=341.3 [(M+H)+], was prepared in accordance with the general method of example 5 from cis-2-pyrrolidin-1-yl-cyclopentylamine (intermediate Q) and 2-methyl-4-trifluoromethyl-benzoic acid (CAS 23984-82-9).